Dataset: the Open Reaction Database (ORD), a public repository of structured organic reaction records. Task: describe an organic reaction: reactants, conditions, products, and yield Procedure details: A solution of 2-methyl-1-oxa-5-azaspiro[2,4]heptane-5-carboxylic acid benzyl ester (Example A9, 0.31 g, 1.25 mmol) in methanol (10 mL) and ammonium hydroxide (7 mL) is heated in a sealed tube at 100° C. for 16 hours. After cooling, the reaction mixture is dissolved ethyl acetate, washed with water, dried over Na2SO4 and evaporated to afford the title compound (0.340 g). 1H NMR (200 MHz, CDCl3): δ 7.33–7.26 (m, 5H), 5.28 (bs, 2H), 5.07 (s, 2H), 3.56–3.16 (m, 5H), 2.03–1.76 (m, 2H), 1.15 (d, 3H). Reaction SMILES: [CH2:1]([O:8][C:9]([N:11]1[CH2:18][CH2:17][C:13]2([O:15][CH:14]2[CH3:16])[CH2:12]1)=[O:10])[C:2]1[CH:7]=[CH:6][CH:5]=[CH:4][CH:3]=1.C(OCC)(=O)C.[OH-].[NH4+:26]>CO>[CH2:1]([O:8][C:9]([N:11]1[CH2:18][CH2:17][C:13]([CH:14]([NH2:26])[CH3:16])([OH:15])[CH2:12]1)=[O:10])[C:2]1[CH:7]=[CH:6][CH:5]=[CH:4][CH:3]=1 |f:2.3|. Reactants: C(C1=CC=CC=C1)OC(=O)N1CC2(C(O2)C)CC1 (2-Methyl-1-oxa-5-azaspiro[2,4]heptane-5-carboxylic acid benzyl ester), [OH-].[NH4+] (ammonium hydroxide), C(C)(=O)OCC (ethyl acetate). The product is C(C1=CC=CC=C1)OC(=O)N1CC(CC1)(O)C(C)N (3-(1-Aminoethyl)-3-hydroxypyrrolidine-1-carboxylic acid benzyl ester). Solvent: CO (methanol). Reactants: BrC=1C=C(C(=NC1)N)OCC1=C(C=CC=C1)C(F)(F)F (5-Bromo-3-(2-trifluoromethyl-benzyloxy)-pyridin-2-ylamine), C(=O)(O)C1=CC=C(C=C1)B(O)O (4-carboxybenzeneboronic acid), C([O-])([O-])=O.[K+].[K+] (potassium carbonate), CN(C=O)C (dimethylformamide), three. Reagents/catalysts: [Pd].C1(=CC=CC=C1)P(C1=CC=CC=C1)C1=CC=CC=C1.C1(=CC=CC=C1)P(C1=CC=CC=C1)C1=CC=CC=C1.C1(=CC=CC=C1)P(C1=CC=CC=C1)C1=CC=CC=C1.C1(=CC=CC=C1)P(C1=CC=CC=C1)C1=CC=CC=C1 (tetrakis(triphenylphosphine)-palladium(0)). Solvent: O (water). Run at temperature 87 celsius, time 30 minute. Yields the product NC1=C(C=C(C=N1)C1=CC=C(C(=O)O)C=C1)OCC1=C(C=CC=C1)C(F)(F)F (4-[6-amino-5-(2-trifluoromethyl-benzyloxy)-pyridin-3-yl]-benzoic acid). Yield: 69.4%. As a reaction SMILES: Br[C:2]1[CH:3]=[C:4]([O:9][CH2:10][C:11]2[CH:16]=[CH:15][CH:14]=[CH:13][C:12]=2[C:17]([F:20])([F:19])[F:18])[C:5]([NH2:8])=[N:6][CH:7]=1.[C:21]([C:24]1[CH:29]=[CH:28][C:27](B(O)O)=[CH:26][CH:25]=1)([OH:23])=[O:22].C(=O)([O-])[O-].[K+].[K+].CN(C)C=O>[Pd].C1(P(C2C=CC=CC=2)C2C=CC=CC=2)C=CC=CC=1.C1(P(C2C=CC=CC=2)C2C=CC=CC=2)C=CC=CC=1.C1(P(C2C=CC=CC=2)C2C=CC=CC=2)C=CC=CC=1.C1(P(C2C=CC=CC=2)C2C=CC=CC=2)C=CC=CC=1.O>[NH2:8][C:5]1[N:6]=[CH:7][C:2]([C:27]2[CH:28]=[CH:29][C:24]([C:21]([OH:23])=[O:22])=[CH:25][CH:26]=2)=[CH:3][C:4]=1[O:9][CH2:10][C:11]1[CH:16]=[CH:15][CH:14]=[CH:13][C:12]=1[C:17]([F:20])([F:19])[F:18] |f:2.3.4,6.7.8.9.10|. Reported procedure: 5-Bromo-3-(2-trifluoromethyl-benzyloxy)-pyridin-2-ylamine (5.80 g, 16.7 mmol), 4-carboxybenzeneboronic acid (3.05 g, 18.4 mmol), tetrakis(triphenylphosphine)-palladium(0) (0.62 g, 0.6 mmol), potassium carbonate (8.10 g, 58 mmol), dimethylformamide (47 mL) and water (23 mL) were charged to a 250 mL three neck round bottom flask equipped with a thermometer, a reflux condenser and magnetic stirring. The mixture was purged with nitrogen and gradually heated from 81 to 93° C. over a period of 4 hr. T...